Dataset: the Open Reaction Database (ORD), a public repository of structured organic reaction records. Task: describe an organic reaction: reactants, conditions, products, and yield The reactants are CN1CCCC1=O, CCN(C(C)C)C(C)C, O=[N+]([O-])c1ccc(Cl)nc1, NCC(F)(F)F. Yields the product O=[N+]([O-])c1ccc(NCC(F)(F)F)nc1. RXN SMILES: [CH3:26][N:27]1[CH2:28][CH2:29][CH2:30][C:31]1=[O:32].[CH:17]([N:18]([CH2:19][CH3:20])[CH:21]([CH3:22])[CH3:23])([CH3:24])[CH3:25].[Cl:1][c:2]1[n:3][cH:4][c:5]([N+:8](=[O:9])[O-:10])[cH:6][cH:7]1.[F:11][C:12]([CH2:13][NH2:14])([F:15])[F:16]>>[c:2]1([NH:14][CH2:13][C:12]([F:11])([F:15])[F:16])[n:3][cH:4][c:5]([N+:8](=[O:9])[O-:10])[cH:6][cH:7]1. Reactants: C(C=C)(=O)OC(CSCC1=CC=CC=C1)CSCC1=CC=CC=C1 (1,3-bis-(benzylthio)-2-propyl acrylate), C(CCCCCCCCCCC)S (dodecanethiol), O (water). The solvent is C(C)O (ethanol). Yields the product C(CCCCCCCCCCC)SCCC(=O)OC(CSCC1=CC=CC=C1)CSCC1=CC=CC=C1 (1,3-bis-(benzylthio)-2-propyl 3-(dodecylthio)propionate). As a reaction SMILES: [C:1]([O:5][CH:6]([CH2:16][S:17][CH2:18][C:19]1[CH:24]=[CH:23][CH:22]=[CH:21][CH:20]=1)[CH2:7][S:8][CH2:9][C:10]1[CH:15]=[CH:14][CH:13]=[CH:12][CH:11]=1)(=[O:4])[CH:2]=[CH2:3].[CH2:25]([SH:37])[CH2:26][CH2:27][CH2:28][CH2:29][CH2:30][CH2:31][CH2:32][CH2:33][CH2:34][CH2:35][CH3:36].O>C(O)C>[CH2:25]([S:37][CH2:3][CH2:2][C:1]([O:5][CH:6]([CH2:7][S:8][CH2:9][C:10]1[CH:11]=[CH:12][CH:13]=[CH:14][CH:15]=1)[CH2:16][S:17][CH2:18][C:19]1[CH:24]=[CH:23][CH:22]=[CH:21][CH:20]=1)=[O:4])[CH2:26][CH2:27][CH2:28][CH2:29][CH2:30][CH2:31][CH2:32][CH2:33][CH2:34][CH2:35][CH3:36]. Reported procedure: A solution of 16.5 grams of 1,3-bis-(benzylthio)-2-propyl acrylate, 9.45 grams of dodecanethiol, and 1 milliliter of "Triton B" in 75 milliliters of ethanol was heated under reflux for 11 hours. The reaction mixture was allowed to cool and was then poured into water. The oil which precipitated was separated by extraction with hexane and the hexane solution was stripped on a rotary evaporator. The residue, which weighed 22.5 grams, was identified as 1,3-bis-(benzylthio)-2-propyl 3-(dodecylthio)pr...